From a dataset of the Open Reaction Database (ORD), a public repository of structured organic reaction records. describe an organic reaction: reactants, conditions, products, and yield Starting materials: C[Si](C)(C)Cl (Trimethylsilyl chloride), BrC1=CC=C(C=C1)O (4-bromophenol). The solvent is C1(=CC=CC=C1)C (toluene), N1=CC=CC=C1 (pyridine). Product: C[Si](C)(C)OC1=CC=C(C=C1)Br (4-bromophenyl trimethylsilyl ether). Reaction SMILES: [CH3:1][Si:2](Cl)([CH3:4])[CH3:3].[Br:6][C:7]1[CH:12]=[CH:11][C:10]([OH:13])=[CH:9][CH:8]=1>C1(C)C=CC=CC=1.N1C=CC=CC=1>[CH3:1][Si:2]([O:13][C:10]1[CH:11]=[CH:12][C:7]([Br:6])=[CH:8][CH:9]=1)([CH3:4])[CH3:3]. Reported procedure: Trimethylsilyl chloride (11 ml, 87 mmol) was added dropwise to a stirred solution of 4-bromophenol (10.0 g, 58 mmol) in toluene (25 ml) and pyridine (20 ml) at a 0° C. The stirred mixture was heated to ambient temperature during 3 hours. The reaction mixture was filtered and the organic solution evatorated to yield pure 4-bromophenyl trimethylsilyl ether. The silyl ether can be further purified by distillation (b.p. 122° C., 20 mmHg). Yield after distillation: 13.70 g (75%). The reactants are N(=C=O)CCCCCCCCN=C=O (1,8-Diisocyanatooctane), C(C)C(CC)NO (N-(1-ethylpropyl)hydroxylamine). Solvent: ClCCl (dichloromethane). The product is ON(C(NCCCCCCCCNC(=O)N(O)C(CC)CC)=O)C(CC)CC (1,1'-Octamethylenebis(3-hydroxy-3-(1-ethylpropyl)urea)). The yield is 91.9%. Reaction SMILES: [N:1]([CH2:4][CH2:5][CH2:6][CH2:7][CH2:8][CH2:9][CH2:10][CH2:11][N:12]=[C:13]=[O:14])=[C:2]=[O:3].[CH2:15]([CH:17]([NH:20][OH:21])[CH2:18][CH3:19])[CH3:16]>ClCCl>[OH:21][N:20]([CH:17]([CH2:18][CH3:19])[CH2:15][CH3:16])[C:2](=[O:3])[NH:1][CH2:4][CH2:5][CH2:6][CH2:7][CH2:8][CH2:9][CH2:10][CH2:11][NH:12][C:13]([N:20]([CH:17]([CH2:18][CH3:19])[CH2:15][CH3:16])[OH:21])=[O:14]. Procedure: The same general procedure as reported in Example 16 was followed. 1,8-Diisocyanatooctane (3.9 ml, 20 mmol), N-(1-ethylpropyl)hydroxylamine (4.3 g, 42 mmol), and dichloromethane (200 ml) were combined to provide 7.4 g of the desired product as a white powder: MP: 89.0-90.0° C. ; 1H NMR (500 MHz, DMSO): δ 8.65 (s, 2H), 6.71 (t, J=5.9 Hz, 2H), 3.78 (m, 2H), 3.01 (q, J=6.7 Hz, 4H), 1.49-1.21 (m, 20H), 0.79 (t, J=7.5 Hz, 12H); 13C NMR (125 MHz, DMSO): δ 161.2, 60.1, 39.3, 29.9, 28.9, 26.3, 24.5, 11.... Starting materials: O=C([O-])O, CCCCO, CN(CCCl)CCCl, Cl, [NH4+], [Na+], COc1ccc(N)c2c1CCC(C(=O)Nc1ccccc1C(=O)N1CCOCC1)C2, [OH-]. Yields the product COc1ccc(N2CCN(C)CC2)c2c1CCC(C(=O)Nc1ccccc1C(=O)N1CCOCC1)C2. RXN SMILES: [C:40](=[O:41])([O-:42])[OH:43].[CH2:47]([OH:48])[CH2:49][CH2:50][CH3:51].[Cl:32][CH2:33][CH2:34][N:35]([CH3:36])[CH2:37][CH2:38][Cl:39].[ClH:31].[NH4+:45].[Na+:44].[O:1]1[CH2:2][CH2:3][N:4]([C:7](=[O:8])[c:9]2[c:10]([NH:15][C:16](=[O:17])[CH:18]3[CH2:19][c:20]4[c:21]([NH2:30])[cH:22][cH:23][c:24]([O:28][CH3:29])[c:25]4[CH2:26][CH2:27]3)[cH:11][cH:12][cH:13][cH:14]2)[CH2:5][CH2:6]1.[OH-:46]>>[O:1]1[CH2:2][CH2:3][N:4]([C:7](=[O:8])[c:9]2[c:10]([NH:15][C:16](=[O:17])[CH:18]3[CH2:19][c:20]4[c:21]([N:30]5[CH2:33][CH2:34][N:35]([CH3:36])[CH2:37][CH2:38]5)[cH:22][cH:23][c:24]([O:28][CH3:29])[c:25]4[CH2:26][CH2:27]3)[cH:11][cH:12][cH:13][cH:14]2)[CH2:5][CH2:6]1. Yields the product N1N=NN=C1COC=1C(=C2C=CC(=CC2=CC1)CNC(=O)C1=C(OC2=C1C=CC=C2)CCCC)C2=CC=C(C=C2)C (2-Butyl-benzofuran-3-carboxylic acid [6-(1H-tetrazol-5-ylmethoxy)-5-p-tolyl-naphthalen-2-ylmethyl]-amide). The reactants are [N-]=[N+]=[N-].[Na+] (sodium azide), [Cl-].[NH4+] (ammonium chloride), C(#N)COC=1C(=C2C=CC(=CC2=CC1)CNC(=O)C1=C(OC2=C1C=CC=C2)CCCC)C2=CC=C(C=C2)C (2-butyl-benzofuran-3-carboxylic acid (6-cyanomethoxy-5-p-tolyl-naphthalen-2-ylmethyl)-amide), [N-]=[N+]=[N-].[Na+] (sodium azide), [Cl-].[NH4+] (ammonium chloride), [OH-].[Na+] (NaOH). Yield: 66.2%. Reaction SMILES: [C:1]([CH2:3][O:4][C:5]1[C:6]([C:32]2[CH:37]=[CH:36][C:35]([CH3:38])=[CH:34][CH:33]=2)=[C:7]2[C:12](=[CH:13][CH:14]=1)[CH:11]=[C:10]([CH2:15][NH:16][C:17]([C:19]1[C:23]3[CH:24]=[CH:25][CH:26]=[CH:27][C:22]=3[O:21][C:20]=1[CH2:28][CH2:29][CH2:30][CH3:31])=[O:18])[CH:9]=[CH:8]2)#[N:2].[N-:39]=[N+:40]=[N-:41].[Na+].[Cl-].[NH4+].[OH-].[Na+]>CN(C=O)C.O>[NH:39]1[C:1]([CH2:3][O:4][C:5]2[C:6]([C:32]3[CH:33]=[CH:34][C:35]([CH3:38])=[CH:36][CH:37]=3)=[C:7]3[C:12](=[CH:13][CH:14]=2)[CH:11]=[C:10]([CH2:15][NH:16][C:17]([C:19]2[C:23]4[CH:24]=[CH:25][CH:26]=[CH:27][C:22]=4[O:21][C:20]=2[CH2:28][CH2:29][CH2:30][CH3:31])=[O:18])[CH:9]=[CH:8]3)=[N:2][N:41]=[N:40]1 |f:1.2,3.4,5.6|. Reported procedure: A mixture of 2-butyl-benzofuran-3-carboxylic acid (6-cyanomethoxy-5-p-tolyl-naphthalen-2-ylmethyl)-amide (182 mg, 0.36 mmol), prepared in the previous step, sodium azide (77.6 mg, 1.19 mmol) and ammonium chloride (102 mg, 1.90 mmol) in 10 mL of DMF was stirred under nitrogen at 100° C. for 21 h (overnight). If starting material remains additional sodium azide and ammonium chloride are added and the stirring continued at 100° C. until the reaction is complete. The reaction was diluted with water,... Run at temperature 100 celsius, time 8 hour. Solvent: CN(C)C=O (DMF), O (water). Reactants: COc1ccccc1, COc1ccc(CSc2c(F)c(NCCNc3ccccn3)c(F)c3c2c(=O)c(C(=O)O)cn3C2CC2)cc1, O=C(O)C(F)(F)F. Yields the product O=C(O)c1cn(C2CC2)c2c(F)c(NCCNc3ccccn3)c(F)c(S)c2c1=O. Reaction SMILES: [CH3:47][O:48][c:49]1[cH:50][cH:51][cH:52][cH:53][cH:54]1.[CH:1]1([n:4]2[cH:5][c:6]([C:37](=[O:38])[OH:39])[c:7](=[O:36])[c:8]3[c:9]([S:26][CH2:27][c:28]4[cH:29][cH:30][c:31]([O:32][CH3:33])[cH:34][cH:35]4)[c:10]([F:25])[c:11]([NH:15][CH2:16][CH2:17][NH:18][c:19]4[n:20][cH:21][cH:22][cH:23][cH:24]4)[c:12]([F:14])[c:13]23)[CH2:2][CH2:3]1.[OH:40][C:41]([C:42]([F:43])([F:44])[F:45])=[O:46]>>[CH:1]1([n:4]2[cH:5][c:6]([C:37](=[O:38])[OH:39])[c:7](=[O:36])[c:8]3[c:9]([SH:26])[c:10]([F:25])[c:11]([NH:15][CH2:16][CH2:17][NH:18][c:19]4[n:20][cH:21][cH:22][cH:23][cH:24]4)[c:12]([F:14])[c:13]23)[CH2:2][CH2:3]1. The reactants are O (water), C(=O)([O-])[O-].[K+].[K+] (K2CO3), IC (iodomethane), ClC=1C=[N+](C=C(C1C[C@H](O)C1=CC(=C(C=C1)OC(F)F)O)Cl)[O-] ((S)-3,5-dichloro-4-(2-(4-(difluoromethoxy)-3-hydroxyphenyl)-2-hydroxyethyl)-pyridine 1-oxide). Solvent: CN(C)C=O (DMF). Reaction conditions: time 4 hour. Yields the product ClC=1C=[N+](C=C(C1CC(O)C1=CC(=C(C=C1)OC(F)F)OC)Cl)[O-] (3,5-dichloro-4-(2-(4-(difluoromethoxy)-3-methoxyphenyl)-2-hydroxyethyl)pyridine 1-oxide). The yield is 95.4%. Reaction SMILES: [Cl:1][C:2]1[CH:3]=[N+:4]([O-:23])[CH:5]=[C:6]([Cl:22])[C:7]=1[CH2:8][C@@H:9]([C:11]1[CH:16]=[CH:15][C:14]([O:17][CH:18]([F:20])[F:19])=[C:13]([OH:21])[CH:12]=1)[OH:10].[C:24]([O-])([O-])=O.[K+].[K+].IC.O>CN(C=O)C>[Cl:22][C:6]1[CH:5]=[N+:4]([O-:23])[CH:3]=[C:2]([Cl:1])[C:7]=1[CH2:8][CH:9]([C:11]1[CH:16]=[CH:15][C:14]([O:17][CH:18]([F:20])[F:19])=[C:13]([O:21][CH3:24])[CH:12]=1)[OH:10] |f:1.2.3|. Procedure: (S)-3,5-dichloro-4-(2-(4-(difluoromethoxy)-3-hydroxyphenyl)-2-hydroxyethyl)-pyridine 1-oxide (2 g, 5.46 mmol) was dissolved in DMF (16 mL) then K2CO3 (2 g, 14.47 mmol) and iodomethane (1.72 g, 12.12 mmol) were added and the mixture was stirred at r.t. for 4 hours. The mixture was poured into 200 mL of water, filtered, washed with water and dried under vacuum at 40° C. 1.98 g of whitish solid was obtained. The reactants are C(C)(C)(C)N (Tert-butylamine), ClC1=NC(=CC(=N1)Cl)Cl (2,4,6-trichloropyrimidine), C(C)(C)N(CC)C(C)C (Diisopropylethylamine). Conditions: time 72 hour. The product is C(C)(C)(C)NC1=NC(=NC(=C1)Cl)Cl (4-tert-Butylamino-2,6-dichloropyrimidine). RXN SMILES: [C:1]([NH2:5])([CH3:4])([CH3:3])[CH3:2].[Cl:6][C:7]1[N:12]=[C:11](Cl)[CH:10]=[C:9]([Cl:14])[N:8]=1.C(N(C(C)C)CC)(C)C>>[C:1]([NH:5][C:11]1[CH:10]=[C:9]([Cl:14])[N:8]=[C:7]([Cl:6])[N:12]=1)([CH3:4])([CH3:3])[CH3:2]. Procedure details: Tert-butylamine (II, 6.23 ml) is slowly added to 2,4,6-trichloropyrimidine (I, 10.0 g) at -20° (temp. rose to -14°). Diisopropylethylamine (9.50 ml) is added and the mixture is stirred at 20°-25° for 72 hours. Basic workup (ethyl acetate, 1N potassium bicarbonate, magnesium sulfate) and purification by flash chromatography eluting with hexane/ethyl acetate (9/1), pooling and concentrating the desired fractions gives the title compound, mp 192°-193°; NMR (CDCl3) 6.29, 1.44δ. Starting materials: COC1=CC2=CC=CC=C2C=C1C#N (2-methoxy-3-naphthonitrile), C(#N)NC(=N)N (cyanoguanidine), [OH-].[K+] (KOH), O (water). Run in COCCO (methyl cellosolve). Yields the product NC1=NC(=NC(=N1)N)C=1C(=CC2=CC=CC=C2C1)OC (2,4-diamino-6-(2-methoxy-3-naphthyl)-s-triazine). As a reaction SMILES: [CH3:1][O:2][C:3]1[C:12]([C:13]#[N:14])=[CH:11][C:10]2[C:5](=[CH:6][CH:7]=[CH:8][CH:9]=2)[CH:4]=1.[C:15]([NH:17][C:18]([NH2:20])=[NH:19])#[N:16].[OH-].[K+].O>COCCO>[NH2:16][C:15]1[N:17]=[C:18]([NH2:20])[N:19]=[C:13]([C:12]2[C:3]([O:2][CH3:1])=[CH:4][C:5]3[C:10]([CH:11]=2)=[CH:9][CH:8]=[CH:7][CH:6]=3)[N:14]=1 |f:2.3|. Reported procedure: A mixture of 3.24 grams of 2-methoxy-3-naphthonitrile, 2.23 grams of cyanoguanidine and 0.24 gram of KOH was dissolved in 30 ml of methyl cellosolve with heating and the mixture was heated to reflux for 6.5 hours. After the reaction was completed, the reaction solution was was poured into water, the crystals separated out were taken by filtration, and were recrystallized from ethyl alcohol to give 2,4-diamino-6-(2-methoxy-3-naphthyl)-s-triazine, colourless needles, melting point 243° to 244° C.,... Starting materials: CC(C)(Br)C(=O)c1ccc(C(F)(F)F)cc1, CS, CO, [Na], O. The product is CSC(C)(C)C(=O)c1ccc(C(F)(F)F)cc1. Reaction SMILES: [Br:1][C:2]([C:3](=[O:4])[c:5]1[cH:6][cH:7][c:8]([C:11]([F:12])([F:13])[F:14])[cH:9][cH:10]1)([CH3:15])[CH3:16].[CH3:18][SH:19].[CH3:21][OH:22].[Na:17].[OH2:20]>>[C:2]([C:3](=[O:4])[c:5]1[cH:6][cH:7][c:8]([C:11]([F:12])([F:13])[F:14])[cH:9][cH:10]1)([CH3:15])([CH3:16])[S:19][CH3:18].